From a dataset of the Open Reaction Database (ORD), a public repository of structured organic reaction records. describe an organic reaction: reactants, conditions, products, and yield Starting materials: C[N+]1(CCOCC1)[O-] (NMO), BrCC1=C(N=C(S1)Cl)C(=O)OCC (Ethyl 5-(bromomethyl)-2-chloro-1,3-thiazole-4-carboxylate), BrCC1=C(N=C(S1)Cl)C(=O)OCC (Ethyl 5-(bromomethyl)-2-chloro-1,3-thiazole-4-carboxylate), C[N+]1(CCOCC1)[O-] (NMO). Run in C(C)#N (acetonitrile). Yields the product ClC=1SC(=C(N1)C(=O)OCC)C=O (Ethyl 2-chloro-5-formyl-1,3-thiazole-4-carboxylate). Reaction SMILES: Br[CH2:2][C:3]1[S:7][C:6]([Cl:8])=[N:5][C:4]=1[C:9]([O:11][CH2:12][CH3:13])=[O:10].C[N+]1([O-])CC[O:18]CC1>C(#N)C>[Cl:8][C:6]1[S:7][C:3]([CH:2]=[O:18])=[C:4]([C:9]([O:11][CH2:12][CH3:13])=[O:10])[N:5]=1. Procedure: Ethyl 5-(bromomethyl)-2-chloro-1,3-thiazole-4-carboxylate (Intermediate 180, 920 mg; 3.2 mmol) was dissolved in acetonitrile dried over molecular sieves. The solution was cooled to 0 C and NMO (570 mg; 1.5 equiv.) was added in a single portion. The reaction was monitored by LC/MS. An additional 1.5 equivalents of NMO was added in two portions over two hours. The reaction was concentrated to a solid residue, redissolved in EtOAc and washed with H2O. Dried the organic over Na2SO4, filtered and con... Reactants: C(C)(C)(C)OC(N[C@@H]1CC[C@H](CC1)NCC1=NC=C(C=C1C)C)=O ({trans-4-[(3,5-dimethyl-pyridin-2-ylmethyl)-amino]-cyclohexyl}-carbamic acid tert-butyl ester), O([Si](C)(C)C(C)(C)C)CC=1C(=NC=CC1)C=O (3-(tert-butyl-dimethylsiloxymethyl)-pyridine-2-carbaldehyde), [BH-](OC(=O)C)(OC(=O)C)OC(=O)C.[Na+] (NaBH(OAc)3), C(Cl)Cl (CH2Cl2). Yields the product Cl (HCl), CC=1C(=NC=C(C1)C)CN([C@@H]1CC[C@H](CC1)N)CC1=NC=CC=C1CO (N-(3,5-Dimethyl-pyridin-2-ylmethyl)-N-(3-hydroxymethyl-pyridin-2-ylmethyl)-trans-cyclohexane-1,4-diamine). Reaction SMILES: C(OC(=O)[NH:7][C@H:8]1[CH2:13][CH2:12][C@H:11]([NH:14][CH2:15][C:16]2[C:21]([CH3:22])=[CH:20][C:19]([CH3:23])=[CH:18][N:17]=2)[CH2:10][CH2:9]1)(C)(C)C.[O:25]([CH2:33][C:34]1[C:35]([CH:40]=O)=[N:36][CH:37]=[CH:38][CH:39]=1)[Si](C(C)(C)C)(C)C.[BH-](OC(C)=O)(OC(C)=O)OC(C)=O.[Na+].C(Cl)[Cl:57]>>[ClH:57].[CH3:22][C:21]1[C:16]([CH2:15][N:14]([CH2:40][C:35]2[C:34]([CH2:33][OH:25])=[CH:39][CH:38]=[CH:37][N:36]=2)[C@H:11]2[CH2:10][CH2:9][C@H:8]([NH2:7])[CH2:13][CH2:12]2)=[N:17][CH:18]=[C:19]([CH3:23])[CH:20]=1 |f:2.3|. Reported procedure: Using General Procedure B: Reaction of {trans-4-[(3,5-dimethyl-pyridin-2-ylmethyl)-amino]-cyclohexyl}-carbamic acid tert-butyl ester and 3-(tert-butyl-dimethylsiloxymethyl)-pyridine-2-carbaldehyde in CH2Cl2 (4 mL) with NaBH(OAc)3 gave the crude material. Deprotection with 6 N HCl gave the amine as a white foamy solid. Conversion to the HBr salt using General Procedure D gave COMPOUND 257 as a white solid. 1H NMR (D2O) δ 1.33-1.62 (m, 4H), 2.06-2.13 (m, 4H), 2.40 (s, 3H), 2.41 (s, 3H), 2.74 (t br...